From a dataset of the Open Reaction Database (ORD), a public repository of structured organic reaction records. describe an organic reaction: reactants, conditions, products, and yield The reactants are COC1=CC=C(C=C1)\C(=C/C=O)\C=1C=NC=CC1 ((E)-3-(4-methoxyphenyl)-3-(3- pyridinyl)-2-propenal), C(=O)(OC)C=P(C1=CC=CC=C1)(C1=CC=CC=C1)C1=CC=CC=C1 ((carbomethoxymethylene)triphenylphosphorane). The solvent is ClCCl (dichloromethane). Yields the product COC(\C=C\C=C(\C=1C=NC=CC1)/C1=CC=C(C=C1)OC)=O (E,E -5-(4-methoxyphenyl)-5-(3-pyridinyl)-2,4-pentadienoic acid methyl ester). Reaction SMILES: [CH3:1][O:2][C:3]1[CH:8]=[CH:7][C:6](/[C:9](/[C:13]2[CH:14]=[N:15][CH:16]=[CH:17][CH:18]=2)=[CH:10]\[CH:11]=O)=[CH:5][CH:4]=1.[C:19]([CH:23]=P(C1C=CC=CC=1)(C1C=CC=CC=1)C1C=CC=CC=1)([O:21][CH3:22])=[O:20]>ClCCl>[CH3:22][O:21][C:19](=[O:20])/[CH:23]=[CH:11]/[CH:10]=[C:9](\[C:6]1[CH:7]=[CH:8][C:3]([O:2][CH3:1])=[CH:4][CH:5]=1)/[C:13]1[CH:14]=[N:15][CH:16]=[CH:17][CH:18]=1. Reported procedure: As described in Example 99, (E)-3-(4-methoxyphenyl)-3-(3- pyridinyl)-2-propenal (5.25 g was reacted with (carbomethoxymethylene)triphenylphosphorane (7.4 g) in dichloromethane (40 mL) for 17 hours at room temperature. The crude ester was isolated in the usual way and was purified by HPLC to give 4.6 g of the ester. A portion was crystallized twice from ether-hexane to give the analytical sample of (E,E)-5-(4-methoxyphenyl)-5-(3-pyridinyl)-2,4-pentadienoic acid methyl ester, mp 75°-76° C. Starting materials: O=c1ccccn1C(=S)n1ccccc1=O, ClCCl, COc1cc(N)ccc1-n1cnc(C(F)F)c1. Yields the product COc1cc(N=C=S)ccc1-n1cnc(C(F)F)c1. As a reaction SMILES: [C:18](=[S:19])([n:20]1[cH:21][cH:22][cH:23][cH:24][c:25]1=[O:26])[n:27]1[cH:28][cH:29][cH:30][cH:31][c:32]1=[O:33].[Cl:34][CH2:35][Cl:36].[F:1][CH:2]([c:3]1[n:4][cH:5][n:6](-[c:8]2[c:9]([O:15][CH3:16])[cH:10][c:11]([NH2:12])[cH:13][cH:14]2)[cH:7]1)[F:17]>>[F:1][CH:2]([c:3]1[n:4][cH:5][n:6](-[c:8]2[c:9]([O:15][CH3:16])[cH:10][c:11]([N:12]=[C:18]=[S:19])[cH:13][cH:14]2)[cH:7]1)[F:17]. Solvent: ClC1=CC=CC=C1 (chlorobenzene). RXN SMILES: [CH3:1][C:2]1[CH:11]=[CH:10][CH:9]=[C:8]([CH3:12])[C:3]=1[C:4]([O:6][CH3:7])=[O:5].S(Cl)([Cl:16])(=O)=O.C([O-])(O)=O.[Na+]>ClC1C=CC=CC=1.CC(N=NC(C#N)(C)C)(C#N)C>[Cl:16][CH2:1][C:2]1[CH:11]=[CH:10][CH:9]=[C:8]([CH3:12])[C:3]=1[C:4]([O:6][CH3:7])=[O:5] |f:2.3|. Reported procedure: 11.9 g of methyl 2,6-dimethylbenzoate are initially charged in 50 ml of chlorobenzene admixed at room temperature with 8.2 g of sulfuryl chloride and 40 mg of AIBN. The mixture is stirred at 60–90° C. for 2 h. Afterwards, the mixture is admixed with 80 ml of saturated NaHCO3 solution. After the phase separation, the organic phase is washed with 100 ml of 10% Na2SO3 solution, the organic phase is dried over magnesium sulfate and the chlorobenzene is distilled off in vacuo. 15.5 g of colorless liq... The yield is 128.4%. Run at time 2 hour. The reagents and catalysts are CC(C)(C#N)N=NC(C)(C)C#N (AIBN). Starting materials: S(=O)(=O)(Cl)Cl (sulfuryl chloride), CC1=C(C(=O)OC)C(=CC=C1)C (methyl 2,6-dimethylbenzoate), C(=O)(O)[O-].[Na+] (NaHCO3). The product is ClCC1=C(C(=O)OC)C(=CC=C1)C (methyl 2-chloromethyl-6-methylbenzoate).